Dataset: the Open Reaction Database (ORD), a public repository of structured organic reaction records. Task: describe an organic reaction: reactants, conditions, products, and yield The reactants are ClC1=CC=C(CNC(=O)C=2C(=C3C(=NC2)SC(=C3)CN3CCOCC3)O)C=C1 (N-(4-Chlorobenzyl)-4-hydroxy-2-(4-morpholinylmethyl)thieno[2,3-b]pyridine-5-carboxamide), BrC(C)C (2-bromopropane), O (water), C([O-])([O-])=O.[K+].[K+] (potassium carbonate), BrC(C)C (2-bromopropane). Run in CN(C)C=O (DMF). Reaction conditions: time 4 hour. Product: ClC1=CC=C(CNC(=O)C=2C(C3=C(N(C2)C(C)C)SC(=C3)CN3CCOCC3)=O)C=C1 (N-(4-Chlorobenzyl)-7-isopropyl-2-(4-morpholinylmethyl)-4-oxo-4,7-dihydrothieno[2,3-b]pyridine-5-carboxamide). Isolated yield 38.0%. As a reaction SMILES: [Cl:1][C:2]1[CH:28]=[CH:27][C:5]([CH2:6][NH:7][C:8]([C:10]2[C:11]([OH:26])=[C:12]3[CH:18]=[C:17]([CH2:19][N:20]4[CH2:25][CH2:24][O:23][CH2:22][CH2:21]4)[S:16][C:13]3=[N:14][CH:15]=2)=[O:9])=[CH:4][CH:3]=1.C(=O)([O-])[O-].[K+].[K+].Br[CH:36]([CH3:38])[CH3:37].O>CN(C=O)C>[Cl:1][C:2]1[CH:28]=[CH:27][C:5]([CH2:6][NH:7][C:8]([C:10]2[C:11](=[O:26])[C:12]3[CH:18]=[C:17]([CH2:19][N:20]4[CH2:21][CH2:22][O:23][CH2:24][CH2:25]4)[S:16][C:13]=3[N:14]([CH:36]([CH3:38])[CH3:37])[CH:15]=2)=[O:9])=[CH:4][CH:3]=1 |f:1.2.3|. Procedure details: N-(4-Chlorobenzyl)-4-hydroxy-2-(4-morpholinylmethyl)thieno[2,3-b]pyridine-5-carboxamide (418 mg) from Example No. 41 and potassium carbonate (152 mg) are suspended in DMF (10 mL) and to the mixture is added 2-bromopropane (103 μL). The reaction mixture is stirred at room temperature for 4 h. Additional 2-bromopropane (103 μL) is added and the mixture is heated to 60° C. for 20 h. The reaction mixture is allowed to cool to room temperature, is poured into water (25 mL), and then extracted with Et... Reactants: CC(C)(C)ON=O, ClCCl, CSSC, ClC(Cl)Cl, Nc1c(SC(F)(F)F)nc(Cl)n1-c1c(Cl)cc(C(F)(F)F)cc1Cl. Product: CSc1c(SC(F)(F)F)nc(Cl)n1-c1c(Cl)cc(C(F)(F)F)cc1Cl. RXN SMILES: [C:29]([O:30][N:31]=[O:32])([CH3:33])([CH3:34])[CH3:35].[CH2:40]([Cl:41])[Cl:42].[CH3:25][S:26][S:27][CH3:28].[CH:36]([Cl:37])([Cl:38])[Cl:39].[Cl:1][c:2]1[c:3](-[n:13]2[c:14]([Cl:24])[n:15][c:16]([S:19][C:20]([F:21])([F:22])[F:23])[c:17]2[NH2:18])[c:4]([Cl:12])[cH:5][c:6]([C:8]([F:9])([F:10])[F:11])[cH:7]1>>[Cl:1][c:2]1[c:3](-[n:13]2[c:14]([Cl:24])[n:15][c:16]([S:19][C:20]([F:21])([F:22])[F:23])[c:17]2[S:26][CH3:25])[c:4]([Cl:12])[cH:5][c:6]([C:8]([F:9])([F:10])[F:11])[cH:7]1.